Dataset: the Open Reaction Database (ORD), a public repository of structured organic reaction records. Task: describe an organic reaction: reactants, conditions, products, and yield Reactants: C1(=CC=C(C=C1)CCC(O)C1CC1)C (2-(p-tolyl)ethyl cyclopropyl carbinol), P(Br)(Br)Br (phosphorus tribromide), [Br-].[Li+] (lithium bromide), C1. Reagents/catalysts: [Br-].[Zn+2].[Br-] (zinc bromide). The product is C1(=CC=C(C=C1)CCC=CCCBr)C (6-(p-Tolyl)-3-hexenyl bromide). RXN SMILES: [C:1]1([CH3:14])[CH:6]=[CH:5][C:4]([CH2:7][CH2:8][CH:9]([CH:11]2[CH2:13][CH2:12]2)O)=[CH:3][CH:2]=1.P(Br)(Br)[Br:16].[Br-].[Li+]>[Br-].[Zn+2].[Br-]>[C:1]1([CH3:14])[CH:6]=[CH:5][C:4]([CH2:7][CH2:8][CH:9]=[CH:11][CH2:12][CH2:13][Br:16])=[CH:3][CH:2]=1 |f:2.3,4.5.6|. Reported procedure: 6-(p-Tolyl)-3-hexenyl bromide [V; Ar is 4-CH3C6H4, R is H] was prepared from 2-(p-tolyl)ethyl cyclopropyl carbinol (Preparation B8), phosphorus tribromide, lithium bromide and zinc bromide according to the procedure given above in Preparation C1. Run at time 40 minute. RXN SMILES: [N:1]1[CH:6]=[CH:5][CH:4]=[CH:3][C:2]=1[N:7]1[C:11]([C:12]([F:15])([F:14])[F:13])=[C:10]([C:16]([OH:18])=O)[CH:9]=[N:8]1.C(Cl)CCl.C1C=CC2N(O)N=NC=2C=1.CCN(C(C)C)C(C)C.O[NH:43][C:44](=[NH:53])[C:45]1[CH:50]=[CH:49][C:48]([CH2:51][OH:52])=[CH:47][CH:46]=1.Cl>CN(C=O)C.O>[N:1]1[CH:6]=[CH:5][CH:4]=[CH:3][C:2]=1[N:7]1[C:11]([C:12]([F:13])([F:14])[F:15])=[C:10]([C:16]2[O:18][N:53]=[C:44]([C:45]3[CH:50]=[CH:49][C:48]([CH2:51][OH:52])=[CH:47][CH:46]=3)[N:43]=2)[CH:9]=[N:8]1. Reactants: N1=C(C=CC=C1)N1N=CC(=C1C(F)(F)F)C(=O)O (1-(pyridin-2-yl)-5-(trifluoromethyl)-1H-pyrazole-4-carboxylic acid), C(CCl)Cl (EDC), C=1C=CC2=C(C1)N=NN2O (HOBt), CCN(C(C)C)C(C)C (Hunig's Base), ONC(C1=CC=C(C=C1)CO)=N (N-hydroxy-4-(hydroxymethyl)benzimidamide), C(CCl)Cl (EDC), C=1C=CC2=C(C1)N=NN2O (HOBt), CCN(C(C)C)C(C)C (Hunig's Base), Cl (HCl). Isolated yield 58.0%. Procedure details: To a solution of 1-(pyridin-2-yl)-5-(trifluoromethyl)-1H-pyrazole-4-carboxylic acid (2.57 g, 9.99 mmol) in DMF (30 mL) was added EDC (2.395 g, 12.49 mmol), HOBt (1.913 g, 12.49 mmol) and Hunig's Base (5.24 mL, 30.0 mmol). The reaction was stirred for 40 min. at room temperature, then N-hydroxy-4-(hydroxymethyl)benzimidamide, Int.2, (2.076 g, 12.49 mmol) was added. The reaction mixture was stirred at room temperature for 7 h, then additional EDC (2.395 g, 12.49 mmol), HOBt (1.913 g, 12.49 mmol) a... The product is N1=C(C=CC=C1)N1N=CC(=C1C(F)(F)F)C1=NC(=NO1)C1=CC=C(C=C1)CO ((4-(5-(1-(pyridin-2-yl)-5-(trifluoromethyl)-1H-pyrazol-4-yl)-1,2,4-oxadiazol-3-yl)phenyl)methanol). The solvent is O (water), CN(C)C=O (DMF). The product is C1=C(C=CC2=CC=CC=C12)CC1C2C(OC1=O)CC=C2 (3-(Naphth-2-ylmethyl)- 3,3a,6,6a-tetrahydro-cyclopenta[b]furan-2-one). Reported procedure: Analogously to the procedure of Example 1, the title compound was prepared from 7.4 g (59.6 mmol) of 3,3a,6,6a-tetrahydro-cyclopenta[b]furan-2-one, 60 ml of a 1 molar lithium bis-(trimethylsilyl)-amide solution in THF and 13.2 g (59.7 mmol) of 2-(bromomethyl)-naphthalene in 180 ml of THF. Chromatographic purification is carried out using a mixture of dichloromethane and petroleum ether (40-60) in a ratio of 100:4. Yield: 10.6 g (67.3%), pale yellow oil, diastereomeric mixture: 2.5:1 (Example 7).... RXN SMILES: [O:1]1[C:5](=[O:6])[CH2:4][CH:3]2[CH:7]=[CH:8][CH2:9][CH:2]12.C[Si]([N-][Si](C)(C)C)(C)C.[Li+].Br[CH2:21][C:22]1[CH:31]=[CH:30][C:29]2[C:24](=[CH:25][CH:26]=[CH:27][CH:28]=2)[CH:23]=1>C1COCC1>[CH:23]1[C:24]2[C:29](=[CH:28][CH:27]=[CH:26][CH:25]=2)[CH:30]=[CH:31][C:22]=1[CH2:21][CH:4]1[C:5](=[O:6])[O:1][CH:2]2[CH2:9][CH:8]=[CH:7][CH:3]12 |f:1.2|. The solvent is C1CCOC1 (THF), C1CCOC1 (THF). Starting materials: O1C2C(CC1=O)C=CC2 (3,3a,6,6a-tetrahydro-cyclopenta[b]furan-2-one), C[Si](C)(C)[N-][Si](C)(C)C.[Li+] (lithium bis-(trimethylsilyl)-amide), BrCC1=CC2=CC=CC=C2C=C1 (2-(bromomethyl)-naphthalene). Starting materials: Cl.CO (hydrochloric acid methanol), Cl.N[C@@H](CCC(=O)N[C@H](C(C)(C)S)C(=O)NCC(=O)O)C(=O)O ((N-γ-L-glutamyl-D-penicillamyl)glycine hydrochloride), N(=O)OCC (ethyl nitrite). Run in CO (methanol), C(C)O (ethanol). Reaction conditions: time 30 minute. Product: Cl.N[C@@H](CCC(=O)N[C@@H](C(C)(C)SN=O)C(=O)NCC(=O)O)C(=O)O ((N-γ-L-glutamyl-S-nitroso-L-penicillamyl)glycine hydrochloride). As a reaction SMILES: [ClH:1].[NH2:2][C@H:3]([C:21]([OH:23])=[O:22])[CH2:4][CH2:5][C:6]([NH:8][C@@H:9]([C:14]([NH:16][CH2:17][C:18]([OH:20])=[O:19])=[O:15])[C:10]([SH:13])([CH3:12])[CH3:11])=[O:7].[N:24](OCC)=[O:25].Cl.CO>CO.C(O)C>[ClH:1].[NH2:2][C@H:3]([C:21]([OH:23])=[O:22])[CH2:4][CH2:5][C:6]([NH:8][C@H:9]([C:14]([NH:16][CH2:17][C:18]([OH:20])=[O:19])=[O:15])[C:10]([S:13][N:24]=[O:25])([CH3:11])[CH3:12])=[O:7] |f:0.1,3.4,7.8|. Procedure details: To the solution of (N-γ-L-glutamyl-D-penicillamyl)glycine hydrochloride (0.5 g) in methanol (5 ml), was added at 0° C. the solution of ethyl nitrite in ethanol (10%) (1.1 ml). At the same temperature a drop of 4N-hydrochloric acid-methanol solution was added, and the mixture was stirred for 30 minutes. The solvent was evaporated off under reduced pressure, and the resultant crystals were washed with diethyl ether, to give (N-γ-L-glutamyl-S-nitroso-L-penicillamyl)glycine hydrochloride (0.5 g). Starting materials: N1=CC=CC=C1 (Pyridine), NC=1C=CC(=C(C1)F)N1CC(N(CC1)CCF)=O (5-Amino-2-(4-{2-fluoroethyl}-3-oxopiperazin-1-yl)fluorobenzene), ClC(=O)OCC1=CC=CC=C1 (Benzyl chloroformate). Solvent: ClCCl (dichloromethane). Reaction conditions: temperature -20 celsius, time 10 minute. Yields the product C(C1=CC=CC=C1)OC(=O)NC=1C=CC(=C(C1)F)N1CC(N(CC1)CCF)=O (5-benzyloxycarbonylamino-2-(4-{2-fluoroethyl}-3-oxopiperazin-1-yl)fluorobenzene). Reaction SMILES: [NH2:1][C:2]1[CH:3]=[CH:4][C:5]([N:9]2[CH2:14][CH2:13][N:12]([CH2:15][CH2:16][F:17])[C:11](=[O:18])[CH2:10]2)=[C:6]([F:8])[CH:7]=1.N1C=CC=CC=1.Cl[C:26]([O:28][CH2:29][C:30]1[CH:35]=[CH:34][CH:33]=[CH:32][CH:31]=1)=[O:27]>ClCCl>[CH2:29]([O:28][C:26]([NH:1][C:2]1[CH:3]=[CH:4][C:5]([N:9]2[CH2:14][CH2:13][N:12]([CH2:15][CH2:16][F:17])[C:11](=[O:18])[CH2:10]2)=[C:6]([F:8])[CH:7]=1)=[O:27])[C:30]1[CH:35]=[CH:34][CH:33]=[CH:32][CH:31]=1. Reported procedure: NMR (CDCl3) δ: 3.28 (t, 2H); 3.58 (t, 2H); 3.61 (br s, 2H); 3.68 (t, 1H); 3.72 (s, 2H); 3.80 (t, 1H); 4.56 (t, 1H); 4.75 (t, 1H); 6.40 (dd, 1H); 6.44 (dd, 1H); 6.78 (t, 1H). 5-Amino-2-(4-{2-fluoroethyl}-3-oxopiperazin-1-yl)fluorobenzene (2.6 g) was dissolved in dry dichloromethane (50 ml) under argon. Pyridine (1.03 ml) was added, and the mixture cooled to -20° C. Benzyl chloroformate (1.6 ml) was added, and the mixture stirred for 10 minutes at -20° C., before allowing the temperature to rise t... The reactants are CC1=CC(=CS1)S(=O)(=O)N (5-methyl-thiophene-3-sulfonic acid amide), [H-].[Na+] (sodium hydride), C(CCCCCCN=C=O)N=C=O (heptamethylene diisocyanate). Run in CN(C=O)C (dimethylformamide). Reaction conditions: time 30 minute. Product: C(CCCCCCNC(=O)NS(=O)(=O)C1=CSC(=C1)C)NC(=O)NS(=O)(=O)C1=CSC(=C1)C (N,N′-[heptane-1,7-diylbis(iminocarbonyl)]bis(5-methylthiophene-3-sulfonamide)). Yield: 45.3%. Reaction SMILES: [CH3:1][C:2]1[S:6][CH:5]=[C:4]([S:7]([NH2:10])(=[O:9])=[O:8])[CH:3]=1.[H-].[Na+].[CH2:13]([N:23]=[C:24]=[O:25])[CH2:14][CH2:15][CH2:16][CH2:17][CH2:18][CH2:19][N:20]=[C:21]=[O:22]>CN(C)C=O>[CH2:13]([NH:23][C:24]([NH:10][S:7]([C:4]1[CH:3]=[C:2]([CH3:1])[S:6][CH:5]=1)(=[O:9])=[O:8])=[O:25])[CH2:14][CH2:15][CH2:16][CH2:17][CH2:18][CH2:19][NH:20][C:21]([NH:10][S:7]([C:4]1[CH:3]=[C:2]([CH3:1])[S:6][CH:5]=1)(=[O:9])=[O:8])=[O:22] |f:1.2|. Procedure: To a solution of 0.35 g 5-methyl-thiophene-3-sulfonic acid amide (example 46a) in 10 ml dimethylformamide was added 0.080 g sodium hydride 55% in oil and the mixture was stirred at room temperature for 30 min. To the resulting solution was added dropwise 0.180 g heptamethylene diisocyanate (CAS18020-78-5) and the mixture was stirred at room temperature for 2 h. The solvent was evaporated and the residue was partitioned between water and ethyl acetate. The phases were separated and the aqueous ph... Reactants: [I-].C(C)[N+]1=CC=CC2=CC=CC=C12 (N-ethylquinolinium iodide), C1(=CC=CC=C1)[B-](C1=CC=CC=C1)(C1=CC=CC=C1)C1=CC=CC=C1.[Na+] (sodium tetraphenylborate). Solvent: O (water), O (water). Conditions: time 30 minute. The product is C1(=CC=CC=C1)[B-](C1=CC=CC=C1)(C1=CC=CC=C1)C1=CC=CC=C1.C(C)[N+]1=CC=CC2=CC=CC=C12 (N-ethylquinolinium Tetraphenylborate). Yield: 57.0%. RXN SMILES: [I-].[CH2:2]([N+:4]1[C:13]2[C:8](=[CH:9][CH:10]=[CH:11][CH:12]=2)[CH:7]=[CH:6][CH:5]=1)[CH3:3].[C:14]1([B-:20]([C:33]2[CH:38]=[CH:37][CH:36]=[CH:35][CH:34]=2)([C:27]2[CH:32]=[CH:31][CH:30]=[CH:29][CH:28]=2)[C:21]2[CH:26]=[CH:25][CH:24]=[CH:23][CH:22]=2)[CH:19]=[CH:18][CH:17]=[CH:16][CH:15]=1.[Na+]>O>[C:33]1([B-:20]([C:14]2[CH:15]=[CH:16][CH:17]=[CH:18][CH:19]=2)([C:21]2[CH:22]=[CH:23][CH:24]=[CH:25][CH:26]=2)[C:27]2[CH:32]=[CH:31][CH:30]=[CH:29][CH:28]=2)[CH:34]=[CH:35][CH:36]=[CH:37][CH:38]=1.[CH2:2]([N+:4]1[C:13]2[C:8](=[CH:9][CH:10]=[CH:11][CH:12]=2)[CH:7]=[CH:6][CH:5]=1)[CH3:3] |f:0.1,2.3,5.6|. Procedure: A solution of 28.5 g (0.10 mol) of N-ethylquinolinium iodide in 300 mL of water was added to a solution of 34.2 g (0.10 mol) of sodium tetraphenylborate in 350 mL of water. A precipitate immediately formed. The mixture was stirred 30 minutes and was then filtered. The solid was washed with water and methanol and recrystallized from acetonitrile. The solid was collected and dried to give 27.2 g (57.0%) of product; mp=215°-218° C. 1H NMR was consistent with the proposed structure. Atomic analysis ...